Dataset: the Open Reaction Database (ORD), a public repository of structured organic reaction records. Task: describe an organic reaction: reactants, conditions, products, and yield The yield is 40.0%. Procedure: The 3(R),4(S) diastereomer of Example 5d was deprotected with HCl/methanol, and the resulting product was coupled to Boc-Phe-His using 1-hydroxybenzotriazole and 1,3-dicyclohexylcarbodiimide according to the procedure of Example 5b. The desired product was obtained in 40-60% yield, Mass spectrum: (M+H)+ =628. The product is C(C)(C)(C)OC(=O)N[C@@H](CC1CCCCC1)C=CCC(C)C (2(S)-t-Butyloxycarbonylamino-1-cyclohexyl-6-methylhept-3-ene). RXN SMILES: Cl.CO.[NH:4]([C:26]([O:28][C:29]([CH3:32])([CH3:31])[CH3:30])=[O:27])[C@H:5]([C:13](N[C@H](C(O)=O)CC1N=CNC=1)=O)[CH2:6][C:7]1[CH:12]=[CH:11][CH:10]=[CH:9][CH:8]=1.ON1C2C=[CH:40][CH:41]=[CH:42][C:37]=2N=N1.[CH:43]1(N=C=NC2CCCCC2)CCCCC1>>[C:29]([O:28][C:26]([NH:4][C@H:5]([CH:13]=[CH:40][CH2:41][CH:42]([CH3:37])[CH3:43])[CH2:6][CH:7]1[CH2:8][CH2:9][CH2:10][CH2:11][CH2:12]1)=[O:27])([CH3:30])([CH3:31])[CH3:32] |f:0.1|. The reactants are Cl.CO (HCl methanol), C1(CCCCC1)N=C=NC1CCCCC1 (1,3-dicyclohexylcarbodiimide), N([C@@H](CC1=CC=CC=C1)C(=O)N[C@@H](CC1=CNC=N1)C(=O)O)C(=O)OC(C)(C)C (Boc-Phe-His), ON1N=NC2=C1C=CC=C2 (1-hydroxybenzotriazole). Reactants: [H][H] (hydrogen), [H][H] (hydrogen), [Na+].C(=O)(OC)/C(/CS(=O)(=O)[O-])=C/C1=CC=CC=C1 ((Z)-2-Carbomethoxy-3-phenyl-2-propene-1-sulfonic Acid Sodium Salt). Reagents/catalysts: [Ni] (raney nickel), [Ni] (raney nickel). The solvent is CO.O (methanol water). Reaction conditions: time 24 hour. The product is [Na+].C(=O)(OC)C(CS(=O)(=O)[O-])CC1=CC=CC=C1 (2-Carbomethoxy-3-phenylpropane-1-sulfonic Acid Sodium Salt). Isolated yield 88.0%. Reaction SMILES: [Na+:1].[C:2](/[C:6](=[CH:12]/[C:13]1[CH:18]=[CH:17][CH:16]=[CH:15][CH:14]=1)/[CH2:7][S:8]([O-:11])(=[O:10])=[O:9])([O:4][CH3:5])=[O:3].[H][H]>[Ni].CO.O>[Na+:1].[C:2]([CH:6]([CH2:12][C:13]1[CH:14]=[CH:15][CH:16]=[CH:17][CH:18]=1)[CH2:7][S:8]([O-:11])(=[O:10])=[O:9])([O:4][CH3:5])=[O:3] |f:0.1,4.5,6.7|. Reported procedure: To the 8 L of 1:1 methanol/water mixture containing the resultant compound from Example 3C was added 60 g of W-24 raney nickel. The resulting suspension was pressurized under 50 psi of hydrogen and was allowed to shake on a Parr shaker for 24 h, at which time an additional 20 g of raney nickel catalyst was added. After 6 h under 50 psi of hydrogen, the catalyst was removed by filtration and the solution was concentrated to dryness. To the dry white solid was added ethyl acetate (6 L) and heptane... The reactants are C1(=CC=CC=C1)C(CC(=O)N1C2CCC(C1)CC2)(C=2SC=CC2)C2=CC=CC=C2 (2-[3,3-diphenyl-3-(2-thienyl)propionyl]2-azabicyclo[2. 2. 2]octane), [H-].[Al+3].[Li+].[H-].[H-].[H-] (lithium aluminum hydride). The product is C1(=CC=CC=C1)C(CCN1C2CCC(C1)CC2)(C=2SC=CC2)C2=CC=CC=C2 (2-[3,3-diphenyl-3-(2-thienyl)propyl]2-azabicyclo[2. 2. 2]octane). RXN SMILES: [C:1]1([C:7]([C:24]2[CH:29]=[CH:28][CH:27]=[CH:26][CH:25]=2)([C:19]2[S:20][CH:21]=[CH:22][CH:23]=2)[CH2:8][C:9]([N:11]2[CH2:16][CH:15]3[CH2:17][CH2:18][CH:12]2[CH2:13][CH2:14]3)=O)[CH:6]=[CH:5][CH:4]=[CH:3][CH:2]=1.[H-].[Al+3].[Li+].[H-].[H-].[H-]>>[C:24]1([C:7]([C:1]2[CH:6]=[CH:5][CH:4]=[CH:3][CH:2]=2)([C:19]2[S:20][CH:21]=[CH:22][CH:23]=2)[CH2:8][CH2:9][N:11]2[CH2:16][CH:15]3[CH2:17][CH2:18][CH:12]2[CH2:13][CH2:14]3)[CH:25]=[CH:26][CH:27]=[CH:28][CH:29]=1 |f:1.2.3.4.5.6|. Reported procedure: 1 Part of 3,3-(diphenyl)-3-(2-thienyl)propionyl chloride (Martenson and Nilson Acta Chem. Scand. 19 711, (1965) is reacted with 20 parts of 2-azabicyclo[2. 2. 2]octane in 50 parts of benzene. The precipitated amide is filtered and the benzene solution washed with water, dried with magnesium sulfate, and the benzene evaporated. The remaining oil is crystallized to provide 2-[3,3-diphenyl-3-(2-thienyl)propionyl]2-azabicyclo[2. 2. 2]octane. This amide is reduced with lithium aluminum hydride as des... The reactants are BrCCCCCC1=C(C(=CC=C1)OC)OC (1-(5-bromopentyl)-2,3-dimethoxybenzene), ClCl (chlorine). Run in C(Cl)Cl (methylene chloride), C(Cl)Cl (methylene chloride). Run at time 3 hour. Product: BrCCCCCC1=C(C(=CC=C1Cl)OC)OC (1-(5-bromopentyl)-6-chloro-2,3-dimethoxybenzene). Yield: 58.0%. As a reaction SMILES: [Br:1][CH2:2][CH2:3][CH2:4][CH2:5][CH2:6][C:7]1[CH:12]=[CH:11][CH:10]=[C:9]([O:13][CH3:14])[C:8]=1[O:15][CH3:16].[Cl:17]Cl>C(Cl)Cl>[Br:1][CH2:2][CH2:3][CH2:4][CH2:5][CH2:6][C:7]1[C:12]([Cl:17])=[CH:11][CH:10]=[C:9]([O:13][CH3:14])[C:8]=1[O:15][CH3:16]. Reported procedure: To 4.0 g of 1-(5-bromopentyl)-2,3-dimethoxybenzene in 50 mL of methylene chloride cooled in an ice bath was added 18 mL of 0.8M chlorine in methylene chloride. The reaction mixture was kept at 0° for 3 hours and then was concentrated under reduced pressure to yield an oil. Purification by HPLC using 30% toluene-hexane gave 2.60 g (58% yield) of 1-(5-bromopentyl)-6-chloro-2,3-dimethoxybenzene. The nmr spectrum was consistent with the structure and the mass spectrum gave a molecular ion at m/z 320... Starting materials: CO (methanol), C(C1=CC=CC=C1)NC1=NC(=C(C=C1F)F)F (2-benzylamino-3,5,6-trifluoropyridine). Reagents/catalysts: [Pd] (palladium on carbon). The solvent is C(C)(=O)O (acetic acid). Run at time 1 day. Yields the product NC1=NC(=C(C=C1F)F)F (2-amino-3,5,6-trifluoropyridine). Yield: 81.5%. RXN SMILES: CO.C([NH:10][C:11]1[C:16]([F:17])=[CH:15][C:14]([F:18])=[C:13]([F:19])[N:12]=1)C1C=CC=CC=1>[Pd].C(O)(=O)C>[NH2:10][C:11]1[C:16]([F:17])=[CH:15][C:14]([F:18])=[C:13]([F:19])[N:12]=1. Reported procedure: To 40 ml of methanol were added 7.60 g of the crude 2-benzylamino-3,5,6-trifluoropyridine as described above together with 0.55 g of 10% palladium on carbon and 2 ml acetic acid, and the mixture was hydrogenated at 50° C. for one day. The catalyst was separated by filtration, and the solvent and the like were distilled off under reduced pressure. The precipitate was dispersed in n-hexane, and collected by filtration to obtain 3.85 g of the title compound as a colorless solid. Starting materials: CC(C)CCSc1cccc(-c2nc(=O)c3ccccc3s2)n1, ClC(Cl)Cl, O=C(OO)c1cccc(Cl)c1. Product: CC(C)CCS(=O)c1cccc(-c2nc(=O)c3ccccc3s2)n1. As a reaction SMILES: [CH2:1]([CH2:2][CH:3]([CH3:4])[CH3:5])[S:6][c:7]1[cH:8][cH:9][cH:10][c:11](-[c:13]2[s:14][c:15]3[c:16]([c:17](=[O:19])[n:18]2)[cH:20][cH:21][cH:22][cH:23]3)[n:12]1.[CH:35]([Cl:36])([Cl:37])[Cl:38].[OH:24][O:25][C:26]([c:27]1[cH:28][c:29]([Cl:30])[cH:31][cH:32][cH:33]1)=[O:34]>>[CH2:1]([CH2:2][CH:3]([CH3:4])[CH3:5])[S:6]([c:7]1[cH:8][cH:9][cH:10][c:11](-[c:13]2[s:14][c:15]3[c:16]([c:17](=[O:19])[n:18]2)[cH:20][cH:21][cH:22][cH:23]3)[n:12]1)=[O:24]. Reactants: OCC1CC(C2CN(CC2C1)C(=O)OC(C)(C)C)=O ((3aRS,6SR,7aSR)-6-hydroxymethyl-2-tert-butyloxycarbonylperhydroisoindol-4-one), solution, C(CCC)[Li] (butyllithium), FC1=C(C=CC=C1)Br (2-fluorobromobenzene), [Cl-].[NH4+] (ammonium chloride). The solvent is O1CCCC1 (tetrahydrofuran), CCCCCC (hexane), O1CCCC1 (tetrahydrofuran). Reaction conditions: temperature -78 celsius, time 2 hour. The product is OCC1CC(C2CN(CC2C1)C(=O)OC(C)(C)C)(O)C1=C(C=CC=C1)F ((3aRS,4RS,6SR,7aSR)-6-hydroxymethyl-4-(2-fluorophenyl)-2-tert-butyloxycarbonylperhydroisoindol 4-ol). Reaction SMILES: C([Li])CCC.[F:6][C:7]1[CH:12]=[CH:11][CH:10]=[CH:9][C:8]=1Br.[OH:14][CH2:15][CH:16]1[CH2:24][CH:23]2[CH:19]([CH2:20][N:21]([C:25]([O:27][C:28]([CH3:31])([CH3:30])[CH3:29])=[O:26])[CH2:22]2)[C:18](=[O:32])[CH2:17]1.[Cl-].[NH4+]>CCCCCC.O1CCCC1>[OH:14][CH2:15][CH:16]1[CH2:24][CH:23]2[CH:19]([CH2:20][N:21]([C:25]([O:27][C:28]([CH3:30])([CH3:29])[CH3:31])=[O:26])[CH2:22]2)[C:18]([C:8]2[CH:9]=[CH:10][CH:11]=[CH:12][C:7]=2[F:6])([OH:32])[CH2:17]1 |f:3.4|. Procedure: 94.4 cm3 of a 1.6M solution of butyllithium in hexane are added dropwise to a solution of 16.5 cm3 of 2-fluorobromobenzene in 200 cm3 of tetrahydrofuran, cooled to -78° C. The reaction mixture is stirred at -78° C. for 2 hours, and then a solution of 8.1 g of (3aRS,6SR,7aSR)-6-hydroxymethyl-2-tert-butyloxycarbonylperhydroisoindol-4-one in 20 cm3 of tetrahydrofuran is added. The reaction mixture is subsequently stirred at room temperature for 48 hours, then treated with 50 cm3 of saturated aqueou...